From a dataset of the Open Reaction Database (ORD), a public repository of structured organic reaction records. describe an organic reaction: reactants, conditions, products, and yield Starting materials: IC1=CC=C(C=C1)CN1C(=NC2=C1C(CCC2)=O)C(C)C (3-[(4-iodophenyl)methyl]-2-(1-methylethyl)-3,5,6,7-tetrahydro-4H-benzimidazol-4-one), ClCCl (Dichloromethane), [BH4-].[Na+] (sodium borohydride). The solvent is CO (Methanol). Reaction conditions: time 16 hour. Product: IC1=CC=C(C=C1)CN1C(=NC2=C1C(CCC2)O)C(C)C (1-[(4-iodophenyl)methyl]-2-(1-methylethyl)-4,5,6,7-tetrahydro-1H-benzimidazol-7-ol). Yield: 98.7%. As a reaction SMILES: [I:1][C:2]1[CH:7]=[CH:6][C:5]([CH2:8][N:9]2[C:13]3[C:14](=[O:18])[CH2:15][CH2:16][CH2:17][C:12]=3[N:11]=[C:10]2[CH:19]([CH3:21])[CH3:20])=[CH:4][CH:3]=1.ClCCl.[BH4-].[Na+]>CO>[I:1][C:2]1[CH:3]=[CH:4][C:5]([CH2:8][N:9]2[C:13]3[CH:14]([OH:18])[CH2:15][CH2:16][CH2:17][C:12]=3[N:11]=[C:10]2[CH:19]([CH3:21])[CH3:20])=[CH:6][CH:7]=1 |f:2.3|. Procedure details: To Intermediate 87 (6.65 g) in a 250 mL round-bottom flask under nitrogen in Methanol (20 mL) and Dichloromethane (DCM) (20 mL) was added sodium borohydride (1.276 g) in three portions (effervescence) and the mixture stirred at room temperature under nitrogen for 16 h. The solvent was removed under vacuum and the residue was partitioned between ethyl acetate and water. The aqueous layer extracted well with ethyl acetate. The combined organics were dried (hydrophobic frit), filtered and evaporate... Reactants: Cc1nc2c(cc1Br)CC1CN(C(=O)OC(C)(C)C)CC(C)N21, COCCOC, CB1OB(C)OB(C)O1, [Na+], [Na+], [Na+], O=C([O-])[O-], [OH-], O, c1ccc(P(c2ccccc2)(c2ccccc2)[Pd](P(c2ccccc2)(c2ccccc2)c2ccccc2)(P(c2ccccc2)(c2ccccc2)c2ccccc2)P(c2ccccc2)(c2ccccc2)c2ccccc2)cc1. Product: Cc1cc2c(nc1C)N1C(C)CN(C(=O)OC(C)(C)C)CC1C2. Reaction SMILES: [C:1]([CH3:2])([CH3:3])([CH3:4])[O:5][C:6](=[O:7])[N:8]1[CH2:9][CH:10]2[CH2:11][c:12]3[cH:13][c:14]([Br:23])[c:15]([CH3:22])[n:16][c:17]3[N:18]2[CH:19]([CH3:21])[CH2:20]1.[CH2:41]([CH2:42][O:43][CH3:44])[O:45][CH3:46].[CH3:30][B:31]1[O:32][B:33]([CH3:34])[O:35][B:36]([CH3:37])[O:38]1.[Na+:24].[Na+:25].[Na+:40].[O-:26][C:27](=[O:28])[O-:29].[OH-:39].[OH2:47].[cH:48]1[cH:49][cH:50][c:51]([P:52]([Pd:53]([P:54]([c:55]2[cH:56][cH:57][cH:58][cH:59][cH:60]2)([c:61]2[cH:62][cH:63][cH:64][cH:65][cH:66]2)[c:67]2[cH:68][cH:69][cH:70][cH:71][cH:72]2)([P:73]([c:74]2[cH:75][cH:76][cH:77][cH:78][cH:79]2)([c:80]2[cH:81][cH:82][cH:83][cH:84][cH:85]2)[c:86]2[cH:87][cH:88][cH:89][cH:90][cH:91]2)[P:92]([c:93]2[cH:94][cH:95][cH:96][cH:97][cH:98]2)([c:99]2[cH:100][cH:101][cH:102][cH:103][cH:104]2)[c:105]2[cH:106][cH:107][cH:108][cH:109][cH:110]2)([c:111]2[cH:112][cH:113][cH:114][cH:115][cH:116]2)[c:117]2[cH:118][cH:119][cH:120][cH:121][cH:122]2)[cH:123][cH:124]1>>[C:1]([CH3:2])([CH3:3])([CH3:4])[O:5][C:6](=[O:7])[N:8]1[CH2:9][CH:10]2[CH2:11][c:12]3[cH:13][c:14]([CH3:27])[c:15]([CH3:22])[n:16][c:17]3[N:18]2[CH:19]([CH3:21])[CH2:20]1. RXN SMILES: [H-].[Na+].[CH3:3][C:4]1[C:12]2[C:11](=[O:13])[CH2:10][CH:9]([C:14]3[CH:19]=[CH:18][CH:17]=[CH:16][C:15]=3[CH3:20])[CH2:8][C:7]=2[NH:6][CH:5]=1.[CH3:21][S:22](Cl)(=[O:24])=[O:23].C(=O)([O-])O.[Na+]>CN(C)C=O>[CH3:21][S:22]([N:6]1[C:7]2[CH2:8][CH:9]([C:14]3[CH:19]=[CH:18][CH:17]=[CH:16][C:15]=3[CH3:20])[CH2:10][C:11](=[O:13])[C:12]=2[C:4]([CH3:3])=[CH:5]1)(=[O:24])=[O:23] |f:0.1,4.5|. Yield: 44.0%. Run at time 30 minute. Procedure details: To a suspension of 60% sodium hydride (0.12 g, washed with hexane thrice) in dimethylformamide (10 ml) was added 3-methyl-6-(2-methylphenyl)-4,5,6,7-tetrahydroindol-4-one (0.60 g), and the mixture was stirred at room temperature for 30 minutes. To the mixture was added a solution of methanesulfonylchloride (0.43 g) in dimethylformamide (3 ml), and the mixture was stirred at the same temperature for 12 hours. To the mixture was added methanesulfonylchloride (0.74 g), and the mixture was stirred f... Starting materials: CS(=O)(=O)Cl (methanesulfonylchloride), CS(=O)(=O)Cl (methanesulfonylchloride), [H-].[Na+] (sodium hydride), CC1=CNC=2CC(CC(C12)=O)C1=C(C=CC=C1)C (3-methyl-6-(2-methylphenyl)-4,5,6,7-tetrahydroindol-4-one), C(O)([O-])=O.[Na+] (sodium hydrogen carbonate). The product is CS(=O)(=O)N1C=C(C=2C(CC(CC12)C1=C(C=CC=C1)C)=O)C (1-methanesulfonyl-3-methyl-6-(2-methylphenyl)-4,5,6,7-tetrahydroindol-4-one). Run in CN(C=O)C (dimethylformamide), CN(C=O)C (dimethylformamide).